From a dataset of the Open Reaction Database (ORD), a public repository of structured organic reaction records. describe an organic reaction: reactants, conditions, products, and yield The reactants are CCO, [Na+], [Na+], O=C([O-])[O-], N#Cc1ccc2c(c1)C1(COc3cc4c(cc31)OCCO4)C(=O)N2Cc1ccccn1, OO. Yields the product NC(=O)c1ccc2c(c1)C1(COc3cc4c(cc31)OCCO4)C(=O)N2Cc1ccccn1. RXN SMILES: [CH3:40][CH2:41][OH:42].[Na+:32].[Na+:33].[O-:34][C:35](=[O:36])[O-:37].[O:1]=[C:2]1[N:3]([CH2:25][c:26]2[n:27][cH:28][cH:29][cH:30][cH:31]2)[c:4]2[cH:5][cH:6][c:7]([C:23]#[N:24])[cH:8][c:9]2[C:10]12[CH2:11][O:12][c:13]1[cH:14][c:15]3[c:16]([cH:21][c:22]12)[O:17][CH2:18][CH2:19][O:20]3.[OH:38][OH:39]>>[O:1]=[C:2]1[N:3]([CH2:25][c:26]2[n:27][cH:28][cH:29][cH:30][cH:31]2)[c:4]2[cH:5][cH:6][c:7]([C:23]([NH2:24])=[O:34])[cH:8][c:9]2[C:10]12[CH2:11][O:12][c:13]1[cH:14][c:15]3[c:16]([cH:21][c:22]12)[O:17][CH2:18][CH2:19][O:20]3.